describe an organic reaction: reactants, conditions, products, and yield From a dataset of the Open Reaction Database (ORD), a public repository of structured organic reaction records. Starting materials: Cc1c(Br)cccc1Br, O=C1NCCc2ccccc21, O=C([O-])[O-], CS(C)=O, ClCCl, [Cu]I, [K+], [K+]. Product: Cc1c(Br)cccc1N1CCc2ccccc2C1=O. As a reaction SMILES: [Br:1][c:2]1[c:3]([CH3:9])[c:4]([Br:8])[cH:5][cH:6][cH:7]1.[C:10]1(=[O:20])[NH:11][CH2:12][CH2:13][c:14]2[cH:15][cH:16][cH:17][cH:18][c:19]21.[C:21](=[O:22])([O-:23])[O-:24].[CH3:27][S:28]([CH3:29])=[O:30].[Cl:31][CH2:32][Cl:33].[Cu:34][I:35].[K+:25].[K+:26]>>[c:2]1([N:11]2[C:10](=[O:20])[c:19]3[c:14]([cH:15][cH:16][cH:17][cH:18]3)[CH2:13][CH2:12]2)[c:3]([CH3:9])[c:4]([Br:8])[cH:5][cH:6][cH:7]1.